Dataset: the Open Reaction Database (ORD), a public repository of structured organic reaction records. Task: describe an organic reaction: reactants, conditions, products, and yield Starting materials: BrC=1C=C(C=CC1)N1CC(CC1)(C)C (1-(3-Bromophenyl)-3,3-dimethyl-pyrrolidine), C(C)(C)(C)[Li] (tert-Butyl lithium), C(C)(C)OB1OC(C(O1)(C)C)(C)C (2-Isopropoxy-4,4,5,5-tetramethyl-[1,3,2]dioxaborolane). Solvent: C1CCOC1 (THF). Conditions: temperature -78 celsius, time 15 minute. Product: CC1(CN(CC1)C1=CC(=CC=C1)B1OC(C(O1)(C)C)(C)C)C (3,3-dimethyl-1-[3 (4,4,5,5-tetramethyl[1,3,2]dioxaborolan-2-yl)-phenyl]-pyrrolidine). Isolated yield 75.4%. RXN SMILES: Br[C:2]1[CH:3]=[C:4]([N:8]2[CH2:12][CH2:11][C:10]([CH3:14])([CH3:13])[CH2:9]2)[CH:5]=[CH:6][CH:7]=1.C([Li])(C)(C)C.C(O[B:24]1[O:28][C:27]([CH3:30])([CH3:29])[C:26]([CH3:32])([CH3:31])[O:25]1)(C)C>C1COCC1>[CH3:13][C:10]1([CH3:14])[CH2:11][CH2:12][N:8]([C:4]2[CH:5]=[CH:6][CH:7]=[C:2]([B:24]3[O:28][C:27]([CH3:30])([CH3:29])[C:26]([CH3:32])([CH3:31])[O:25]3)[CH:3]=2)[CH2:9]1. Reported procedure: 1-(3-Bromophenyl)-3,3-dimethyl-pyrrolidine (6.7 g, 26.4 mmol) was suspended in 132 ml of THF and cooled to −78° C. in a dry ice acetone bath. tert-Butyl lithium (1.7 M solution in pentane, 46.6 ml, 79.2 mmol) was added dropwise and the reaction was stirred at −78° C. for 15 min. 2-Isopropoxy-4,4,5,5-tetramethyl-[1,3,2]dioxaborolane (10.8 ml, 52.8 mmol) was added and the reaction was stirred at −78° C. for 2 h. The reaction was quenched with saturated aqueous ammonium chloride and warmed to room ... Reactants: C=1C=C[NH+]=CC1.[O-][Cr](=O)(=O)Cl (PCC), C(C1=CC=CC=C1)(=O)O[C@H]1C(O)O[C@H]([C@@H]([C@H]1OC(C1=CC=CC=C1)=O)OC(C1=CC=CC=C1)=O)C (2,3,4-tri-O-benzoyl-L-rhamnopyranose), CCOCC (Et2O). Solvent: C(Cl)Cl (CH2Cl2), C(Cl)Cl (CH2Cl2). Run at time 1 hour. Yields the product C(C1=CC=CC=C1)(=O)O[C@H]1C(=O)O[C@H]([C@@H]([C@H]1OC(C1=CC=CC=C1)=O)OC(C1=CC=CC=C1)=O)C (2,3,4-tri-O-benzoyl-L-rhamnono-1,5-lactone). The yield is 84.9%. Reaction SMILES: C1C=C[NH+]=CC=1.[O-][Cr](Cl)(=O)=O.[C:12]([O:20][C@@H:21]1[C@H:27]([O:28][C:29](=[O:36])[C:30]2[CH:35]=[CH:34][CH:33]=[CH:32][CH:31]=2)[C@@H:26]([O:37][C:38](=[O:45])[C:39]2[CH:44]=[CH:43][CH:42]=[CH:41][CH:40]=2)[C@H:25]([CH3:46])[O:24][CH:22]1[OH:23])(=[O:19])[C:13]1[CH:18]=[CH:17][CH:16]=[CH:15][CH:14]=1.CCOCC>C(Cl)Cl>[C:12]([O:20][C@@H:21]1[C@H:27]([O:28][C:29](=[O:36])[C:30]2[CH:35]=[CH:34][CH:33]=[CH:32][CH:31]=2)[C@@H:26]([O:37][C:38](=[O:45])[C:39]2[CH:40]=[CH:41][CH:42]=[CH:43][CH:44]=2)[C@H:25]([CH3:46])[O:24][C:22]1=[O:23])(=[O:19])[C:13]1[CH:18]=[CH:17][CH:16]=[CH:15][CH:14]=1 |f:0.1|. Reported procedure: PCC (30 g, 0.139 mmol) and well-dried 4 Å molecular shives (25 g) are added into a flask under N2 current. Dry CH2Cl2 (250 ml) is added to the flask and the flask is stirred for 1 hour at a room temperature and cooled to 0° C. The compound (VI) (16 g, 33.6 mmol) dissolved in dry CH2Cl2 (250 ml) is added to and stirred 4 hours at a room temperature. The reaction is finished with adding cool Et2O (200 ml) and filtered by silica gel. The solvent is vacuum concentrated, and then the compound (VII) (... The product is O=C(O)c1ccc(C2CCC(C3CCC4(CC3)OCCO4)CC2)cc1F. The reactants are CN(C)CCN(C)C, Cl, [Li]CCCC, Fc1cccc(C2CCC(C3CCC4(CC3)OCCO4)CC2)c1, O=C=O, C1CCOC1. Reaction SMILES: [CH3:24][N:25]([CH3:26])[CH2:27][CH2:28][N:29]([CH3:30])[CH3:31].[ClH:40].[Li:32][CH2:33][CH2:34][CH2:35][CH3:36].[O:1]1[CH2:2][CH2:3][O:4][C:5]12[CH2:6][CH2:7][CH:8]([CH:11]1[CH2:12][CH2:13][CH:14]([c:17]3[cH:18][c:19]([F:23])[cH:20][cH:21][cH:22]3)[CH2:15][CH2:16]1)[CH2:9][CH2:10]2.[O:37]=[C:38]=[O:39].[O:41]1[CH2:42][CH2:43][CH2:44][CH2:45]1>>[O:1]1[CH2:2][CH2:3][O:4][C:5]12[CH2:6][CH2:7][CH:8]([CH:11]1[CH2:12][CH2:13][CH:14]([c:17]3[cH:18][c:19]([F:23])[c:20]([C:38](=[O:37])[OH:39])[cH:21][cH:22]3)[CH2:15][CH2:16]1)[CH2:9][CH2:10]2. Reactants: C(C)C=1C(=NC=C(N1)C(F)(F)F)N[C@@H]1[C@H](CCC1)NC(C1=C(C=CC=C1)C1=NC(=NO1)C)=O (N-[(1S,2S)-2-{[3-Ethyl-5-(trifluoromethyl)pyrazin-2-yl]amino}cyclopentyl]-2-(3-methyl-1,2,4-oxadiazol-5-yl)benzamide), N1=C(N=CC=C1)C1=C(C(=O)O)C=CC=C1 (2-(pyrimidin-2-yl)benzoic acid), Cl.C(C)C=1C(=NC=C(N1)C(F)(F)F)N[C@@H]1[C@H](CCC1)N ((1S,2S)-1-N-[3-ethyl-5-(trifluoromethyl)pyrazin-2-yl]cyclopentane-1,2-diamine hydrochloride), Cl.C(C)C=1C(=NC=C(N1)C(F)(F)F)N[C@@H]1[C@H](CCC1)N ((1S,2S)-1-N-[3-ethyl-5-(trifluoromethyl)pyrazin-2-yl]cyclopentane-1,2-diamine hydrochloride). Product: C(C)C=1C(=NC=C(N1)C(F)(F)F)N[C@@H]1[C@H](CCC1)NC(C1=C(C=CC=C1)C1=NC=CC=N1)=O (N-[(1S,2S)-2-{[3-Ethyl-5-(trifluoromethyl)pyrazin-2-yl]amino}cyclopentyl]-2-(pyrimidin-2-yl)benzamide). As a reaction SMILES: [CH2:1]([C:3]1[C:4]([NH:13][C@H:14]2[CH2:18][CH2:17][CH2:16][C@@H:15]2[NH:19][C:20](=[O:33])[C:21]2[CH:26]=[CH:25][CH:24]=[CH:23][C:22]=2[C:27]2ON=[C:29]([CH3:32])[N:28]=2)=[N:5][CH:6]=[C:7]([C:9]([F:12])([F:11])[F:10])[N:8]=1)[CH3:2].Cl.C(C1[C:38](N[C@H]2CCC[C@@H]2N)=[N:39]C=C(C(F)(F)F)N=1)C.N1C=CC=NC=1C1C=CC=CC=1C(O)=O>>[CH2:1]([C:3]1[C:4]([NH:13][C@H:14]2[CH2:18][CH2:17][CH2:16][C@@H:15]2[NH:19][C:20](=[O:33])[C:21]2[CH:26]=[CH:25][CH:24]=[CH:23][C:22]=2[C:27]2[N:39]=[CH:38][CH:32]=[CH:29][N:28]=2)=[N:5][CH:6]=[C:7]([C:9]([F:11])([F:10])[F:12])[N:8]=1)[CH3:2] |f:1.2|. Reported procedure: Prepared according to the procedure for N-[(1S,2S)-2-{[3-ethyl-5-(trifluoromethyl)pyrazin-2-yl]amino}cyclopentyl]-2-(3-methyl-1,2,4-oxadiazol-5-yl)benzamide (Example 149) from (1S,2S)-1-N-[3-ethyl-5-(trifluoromethyl)pyrazin-2-yl]cyclopentane-1,2-diamine hydrochloride (Intermediate 41; 450 mg 1.64 mmol) and 2-(pyrimidin-2-yl)benzoic acid (CAS number 400892-62-8; 328 mg, 1.64 mmol) to afford the title compound. The reactants are O=C([O-])[O-], Oc1ccccc1OCc1ccccc1, CN(C)C=O, ClCCl, O=[N+]([O-])c1ccc(F)cc1, [K+], [K+]. Product: O=[N+]([O-])c1ccc(Oc2ccccc2OCc2ccccc2)cc1. Reaction SMILES: [C:16](=[O:17])([O-:18])[O-:19].[CH2:1]([c:2]1[cH:3][cH:4][cH:5][cH:6][cH:7]1)[O:8][c:9]1[c:10]([OH:15])[cH:11][cH:12][cH:13][cH:14]1.[CH3:32][N:33]([CH3:34])[CH:35]=[O:36].[Cl:37][CH2:38][Cl:39].[F:22][c:23]1[cH:24][cH:25][c:26]([N+:29](=[O:30])[O-:31])[cH:27][cH:28]1.[K+:20].[K+:21]>>[CH2:1]([c:2]1[cH:3][cH:4][cH:5][cH:6][cH:7]1)[O:8][c:9]1[c:10]([O:15][c:23]2[cH:24][cH:25][c:26]([N+:29](=[O:30])[O-:31])[cH:27][cH:28]2)[cH:11][cH:12][cH:13][cH:14]1.